From a dataset of the Open Reaction Database (ORD), a public repository of structured organic reaction records. describe an organic reaction: reactants, conditions, products, and yield Reactants: OC=1C=C(C(=O)O)C=CC1O (3,4-dihydroxybenzoic acid), C(C1=CC=CC=C1)O (benzyl alcohol), C1(=CC=C(C=C1)S(=O)(=O)O)C (p-toluenesulfonic acid), 4A, C(C1=CC=CC=C1)O (benzyl alcohol), C(O)([O-])=O.[Na+] (sodium hydrogen carbonate). Run in C1=CC=CC=C1 (benzene). Product: OC=1C=C(C(=O)OCC2=CC=CC=C2)C=CC1O (benzyl 3,4-dihydroxybenzoate). The yield is 53.0%. RXN SMILES: [OH:1][C:2]1[CH:3]=[C:4]([CH:8]=[CH:9][C:10]=1[OH:11])[C:5]([OH:7])=[O:6].[CH2:12](O)[C:13]1[CH:18]=[CH:17][CH:16]=[CH:15][CH:14]=1.C1(C)C=CC(S(O)(=O)=O)=CC=1.C(=O)([O-])O.[Na+]>C1C=CC=CC=1>[OH:1][C:2]1[CH:3]=[C:4]([CH:8]=[CH:9][C:10]=1[OH:11])[C:5]([O:7][CH2:12][C:13]1[CH:18]=[CH:17][CH:16]=[CH:15][CH:14]=1)=[O:6] |f:3.4|. Procedure: To the solution of 3,4-dihydroxybenzoic acid (1.13 g) in benzene (50 ml) were added benzyl alcohol (3.8 ml) and p-toluenesulfonic acid (139 mg), and the mixture was heated at reflux in the presence of Molecular Sieves 4A for 2 days. Further amount of benzyl alcohol (1.5 ml) was added. The mixture was then heated at reflux overnight. After cooling by standing, saturated aqueous sodium hydrogen carbonate was added. The mixture was extracted with ethyl acetate, washed with brine and dried over anhy... Reactants: C(C)(=O)C1C(OC2(C1CC(C=C2)=O)C#CC2=CC=CC=C2)=O (3-Acetyl-3a,7a-dihydro-7a-(phenylethynyl)benzofuran-2,5-(3H,4H)-dione), product, C([O-])([O-])=O.[K+].[K+] (potassium carbonate). Run in O (water), CO (MeOH). The product is OC=1C=CC(=C(C1)CC(C)=O)C#CC1=CC=CC=C1 (1-[5-Hydroxy-2-(phenylethynyl)phenyl]-2-propanone). The yield is 65.0%. RXN SMILES: [C:1]([CH:4]1[CH:8]2[CH2:9][C:10](=[O:13])[CH:11]=[CH:12][C:7]2([C:14]#[C:15][C:16]2[CH:21]=[CH:20][CH:19]=[CH:18][CH:17]=2)OC1=O)(=[O:3])[CH3:2].C(=O)([O-])[O-].[K+].[K+]>CO.O>[OH:13][C:10]1[CH:11]=[CH:12][C:7]([C:14]#[C:15][C:16]2[CH:17]=[CH:18][CH:19]=[CH:20][CH:21]=2)=[C:8]([CH2:4][C:1](=[O:3])[CH3:2])[CH:9]=1 |f:1.2.3|. Procedure: 3-Acetyl-3a,7a-dihydro-7a-(phenylethynyl)benzofuran-2,5-(3H,4H)-dione, the product of Example 1A, (1.5 g, 5 mmole) was dissolved in MeOH (50 mL) and water (10 mL). Anhydrous potassium carbonate 7.1 g, 50 mmole) was added and the mixture was heated at reflux for 45 min. The reaction was quenched into ice cold 3N hydrochloric acid and extracted with EtOAc (3×50 mL). The combined extracts were washed with water (50 mL) and brine (2×50 mL), dried over anhydrous sodium sulfate, filtered and concentra... The reactants are C(#N)C1C(CCCC1)N1N=C(C=CC1=O)C=1C(=NN2C1C=CC=C2)C2=CC=CC=C2 (3-[2-(2-cyanocyclohexyl)-3-oxo-2,3-dihydropyridazin-6-yl]-2-phenylpyrazolo[1,5-a]pyridine), S(O)(O)(=O)=O (sulfuric acid), C([O-])(O)=O.[Na+] (sodium bicarbonate). Conditions: time 45 minute. Product: C(=O)(O)C1C(CCCC1)N1N=C(C=CC1=O)C=1C(=NN2C1C=CC=C2)C2=CC=CC=C2 (3-[2-(2-carboxycyclohexyl)-3-oxo-2,3-dihydropyridazin-6-yl]-2-phenylpyrazolo[1,5-a]pyridine). Reaction SMILES: C([CH:3]1[CH2:8][CH2:7][CH2:6][CH2:5][CH:4]1[N:9]1[C:14](=[O:15])[CH:13]=[CH:12][C:11]([C:16]2[C:17]([C:25]3[CH:30]=[CH:29][CH:28]=[CH:27][CH:26]=3)=[N:18][N:19]3[CH:24]=[CH:23][CH:22]=[CH:21][C:20]=23)=[N:10]1)#N.S(=O)(=O)(O)O.[C:36](=[O:39])(O)[O-:37].[Na+]>>[C:36]([CH:3]1[CH2:8][CH2:7][CH2:6][CH2:5][CH:4]1[N:9]1[C:14](=[O:15])[CH:13]=[CH:12][C:11]([C:16]2[C:17]([C:25]3[CH:26]=[CH:27][CH:28]=[CH:29][CH:30]=3)=[N:18][N:19]3[CH:24]=[CH:23][CH:22]=[CH:21][C:20]=23)=[N:10]1)([OH:37])=[O:39] |f:2.3|. Procedure details: A mixture of 3-[2-(2-cyanocyclohexyl)-3-oxo-2,3-dihydropyridazin-6-yl]-2-phenylpyrazolo[1,5-a]pyridine (130 mg) and conc. sulfuric acid (1.5 ml) was stirred at room temperature for 45 minutes. Then, the mixture was cooled in an ice-bath and treated with saturated aqueous sodium bicarbonate to make pH of the mixture to 2.0. The mixture was extracted with a mixture of ethyl acetate and tetrahydrofuran. The organic extract was dried over anhydrous sodium sulfate and evaporated in vacuo. The crude p...